This data is from the Open Reaction Database (ORD), a public repository of structured organic reaction records. The task is: describe an organic reaction: reactants, conditions, products, and yield The reactants are C1(C=CC2=CC=CC=C12)=O (indenone), Cl (HCl), [BH4-].[Na+] (NaBH4), [Cl-].[Ce+3].[Cl-].[Cl-] (cerium chloride). Run in CO (methanol), O (water). Reaction conditions: time 10 minute. The product is C1(C=CC2=CC=CC=C12)O (Indenol). The yield is 96.5%. RXN SMILES: [C:1]1(=[O:10])[C:9]2[C:4](=[CH:5][CH:6]=[CH:7][CH:8]=2)[CH:3]=[CH:2]1.[BH4-].[Na+].[Cl-].[Ce+3].[Cl-].[Cl-].Cl>CO.O>[CH:1]1([OH:10])[C:9]2[C:4](=[CH:5][CH:6]=[CH:7][CH:8]=2)[CH:3]=[CH:2]1 |f:1.2,3.4.5.6|. Reported procedure: The indenone from Example 109 (0.5 g) is reduced with NaBH4 (0.05 g) and cerium chloride (0.5 g) in methanol (20 ml). The reaction is ended after 10 minutes and the reaction mixture is poured into water. The pH is taken to 5 by means of dilute HCl and the mixture is extracted with ethyl acetate. It is washed with water and the solvent is evaporated. Indenol (0.49 g; m.p. 134° C.) is obtained (yield: 99%; compound no. 110). The reactants are ClC1=CNC2=CC=CC(=C12)OCC1CO1 (3-chloro-4-(2,3-epoxypropoxy)indole), C(C)(C)(C)N (tert.butylamine). Run in O1CCOCC1 (dioxan). RXN SMILES: [Cl:1][C:2]1[C:10]2[C:5](=[CH:6][CH:7]=[CH:8][C:9]=2[O:11][CH2:12][CH:13]2[O:15][CH2:14]2)[NH:4][CH:3]=1.[C:16]([NH2:20])([CH3:19])([CH3:18])[CH3:17]>O1CCOCC1>[C:16]([NH:20][CH2:14][CH:13]([OH:15])[CH2:12][O:11][C:9]1[CH:8]=[CH:7][CH:6]=[C:5]2[C:10]=1[C:2]([Cl:1])=[CH:3][NH:4]2)([CH3:19])([CH3:18])[CH3:17]. Procedure details: A solution of 1.13 g of 3-chloro-4-(2,3-epoxypropoxy)indole (prepared in manner analogous to the preparation of the starting material in Example 1, m.p. 107°-110°) and 2.2 g tert.butylamine in 15 ml of dioxan are boiled under reflux for 5 hours, evaporated to dryness and the title compound recrystallised from ether/petroleum ether. M.p. 95°-97°. Yields the product C(C)(C)(C)NCC(COC1=C2C(=CNC2=CC=C1)Cl)O (3-tert.Butylamino-1-(3-chloro-4-indolyloxy)-2-propanol).